This data is from the Open Reaction Database (ORD), a public repository of structured organic reaction records. The task is: describe an organic reaction: reactants, conditions, products, and yield Starting materials: [OH-].[Na+] (sodium hydroxide), COC(CC1=CC=C(C=C1)C1=C(C=C(C=C1)C(CC)(C1=CC(=C(C=C1)C#CC1(CCOCC1)O)C)CC)C)=O ((4′-{1-ethyl-1-[4-(4-hydroxy-tetrahydro-pyran-4-ylethynyl)-3-methyl-phenyl]-propyl}-2′-methyl-biphenyl-4-yl)-acetic acid methyl ester). Solvent: CO.O1CCCC1 (methanol tetrahydrofuran). Conditions: time 8 hour. The product is C(C)C(CC)(C1=CC(=C(C=C1)C#CC1(CCOCC1)O)C)C1=CC(=C(C=C1)C1=CC=C(C=C1)CC(=O)O)C ((4′-{1-ethyl-1-[4-(4-hydroxy-tetrahydro-pyran-4-ylethynyl)-3-methyl-phenyl]-propyl}-2′-methyl-biphenyl-4-yl)-acetic Acid). The yield is 95.2%. As a reaction SMILES: [OH-].[Na+].C[O:4][C:5](=[O:41])[CH2:6][C:7]1[CH:12]=[CH:11][C:10]([C:13]2[CH:18]=[CH:17][C:16]([C:19]([CH2:38][CH3:39])([C:22]3[CH:27]=[CH:26][C:25]([C:28]#[C:29][C:30]4([OH:36])[CH2:35][CH2:34][O:33][CH2:32][CH2:31]4)=[C:24]([CH3:37])[CH:23]=3)[CH2:20][CH3:21])=[CH:15][C:14]=2[CH3:40])=[CH:9][CH:8]=1>CO.O1CCCC1>[CH2:20]([C:19]([C:16]1[CH:17]=[CH:18][C:13]([C:10]2[CH:11]=[CH:12][C:7]([CH2:6][C:5]([OH:41])=[O:4])=[CH:8][CH:9]=2)=[C:14]([CH3:40])[CH:15]=1)([C:22]1[CH:27]=[CH:26][C:25]([C:28]#[C:29][C:30]2([OH:36])[CH2:31][CH2:32][O:33][CH2:34][CH2:35]2)=[C:24]([CH3:37])[CH:23]=1)[CH2:38][CH3:39])[CH3:21] |f:0.1,3.4|. Procedure: A 1 N sodium hydroxide aqueous solution (0.197 mL, 0.197 mmol) was added to a solution of (4′-{1-ethyl-1-[4-(4-hydroxy-tetrahydro-pyran-4-ylethynyl)-3-methyl-phenyl]-propyl}-2′-methyl-biphenyl-4-yl)-acetic acid methyl ester (Example 130-(6); 34.4 mg, 0.066 mmol) in methanol-tetrahydrofuran (1:1, 2 mL), and the mixture was stirred at room temperature overnight. Then, the reaction mixture was concentrated under reduced pressure. The resulting residue was purified by silica gel chromatography (ethy... Reactants: C(C)OC(=O)C1=NNC(=C1)C1=CN=C2N1C1=CC=C(C=C1N=C2NCCCO)C(F)(F)F (5-[4-(3-Hydroxy-propylamino)-7-trifluoromethyl-imidazo[1,2-a]quinoxalin-1-yl]-1H-pyrazole-3-carboxylic acid ethyl ester), [Li+].[OH-] (LiOH), [Li+].[OH-] (LiOH). The solvent is C1CCOC1.O (THF H2O). Conditions: time 24 hour. The product is OCCCNC=1C=2N(C3=CC=C(C=C3N1)C(F)(F)F)C(=CN2)C2=CC(=NN2)C(=O)O (5-{4-[(3-hydroxypropyl)amino]-7-(trifluoromethyl)imidazo[1,2-a]quinoxalin-1-yl}-1H-pyrazole-3-carboxylic acid). Reaction SMILES: C([O:3][C:4]([C:6]1[CH:10]=[C:9]([C:11]2[N:15]3[C:16]4[C:21]([N:22]=[C:23]([NH:24][CH2:25][CH2:26][CH2:27][OH:28])[C:14]3=[N:13][CH:12]=2)=[CH:20][C:19]([C:29]([F:32])([F:31])[F:30])=[CH:18][CH:17]=4)[NH:8][N:7]=1)=[O:5])C.[Li+].[OH-]>C1COCC1.O>[OH:28][CH2:27][CH2:26][CH2:25][NH:24][C:23]1[C:14]2[N:15]([C:11]([C:9]3[NH:8][N:7]=[C:6]([C:4]([OH:5])=[O:3])[CH:10]=3)=[CH:12][N:13]=2)[C:16]2[C:21]([N:22]=1)=[CH:20][C:19]([C:29]([F:31])([F:30])[F:32])=[CH:18][CH:17]=2 |f:1.2,3.4|. Procedure details: A solution of 5-[4-(3-Hydroxy-propylamino)-7-trifluoromethyl-imidazo[1,2-a]quinoxalin-1-yl]-1H-pyrazole-3-carboxylic acid ethyl ester (0.12 mmol; 54 mg), LiOH (0.13 mmol; 3 mg), in THF/H2O (0.2+0.1 mL), was stirred at 40° C. overnight. Further LiOH (0.26 mmol; 6 mg) was added, and the reaction was continued at 50° C. another 24 hr. Concentration, and washing with water affords the title compound, as a white solid, lithium salt (51 mg; 0.12 mmol; 100%). The reactants are COC(=O)C=1C=C(C=CC1)NC(NCC(=O)N1C(CC(C1C1=CC=CC=C1)C)(C(=O)OC(C)(C)C)C(NC1=CC=CC=C1)=O)=O (tert-butyl (2RS,4RS,5SR)-1-{2-[3-(3-(methoxycarbonyl)phenyl)ureido]acetyl}-4-methylphenylcarbamoyl-5-phenylpyrrolidine-2-carboxylate), [OH-].[K+] (potassium hydroxide). Solvent: O (water), CO (methanol). Yields the product C(C)(C)(C)OC(=O)C1(N(C(C(C1)C)C1=CC=CC=C1)C(CNC(NC=1C=C(C(=O)O)C=CC1)=O)=O)C(NC1=CC=CC=C1)=O ((2RS,4RS,5SR)-3-{3-[2-(2-tert-butoxycarbonyl-5-phenyl-4-methylphenylcarbamoyl-1-pyrrolidinyl)-2-oxoethyl]ureido}benzoic acid). The yield is 31.3%. As a reaction SMILES: C[O:2][C:3]([C:5]1[CH:6]=[C:7]([NH:11][C:12](=[O:45])[NH:13][CH2:14][C:15]([N:17]2[CH:21]([C:22]3[CH:27]=[CH:26][CH:25]=[CH:24][CH:23]=3)[CH:20]([CH3:28])[CH2:19][C:18]2([C:36](=[O:44])[NH:37][C:38]2[CH:43]=[CH:42][CH:41]=[CH:40][CH:39]=2)[C:29]([O:31][C:32]([CH3:35])([CH3:34])[CH3:33])=[O:30])=[O:16])[CH:8]=[CH:9][CH:10]=1)=[O:4].[OH-].[K+]>O.CO>[C:32]([O:31][C:29]([C:18]1([C:36](=[O:44])[NH:37][C:38]2[CH:43]=[CH:42][CH:41]=[CH:40][CH:39]=2)[CH2:19][CH:20]([CH3:28])[CH:21]([C:22]2[CH:23]=[CH:24][CH:25]=[CH:26][CH:27]=2)[N:17]1[C:15](=[O:16])[CH2:14][NH:13][C:12](=[O:45])[NH:11][C:7]1[CH:6]=[C:5]([CH:10]=[CH:9][CH:8]=1)[C:3]([OH:4])=[O:2])=[O:30])([CH3:33])([CH3:34])[CH3:35] |f:1.2|. Procedure: A The reaction is carried out in a way analogous to that described in Example 3, but from 3.6 g of tert-butyl (2RS,4RS,5SR)-1-{2-[3-(3-(methoxycarbonyl)phenyl)ureido]acetyl}-4-methylphenylcarbamoyl-5-phenylpyrrolidine-2-carboxylate and 0.33 g of potassium hydroxide in a mixture of 20 cm3 of distilled water and 60 cm3 of methanol. After treatment, there are obtained 1.1 g of (2RS,4RS,5SR)-3-{3-[2-(2-tert-butoxycarbonyl-5-phenyl-4-methylphenylcarbamoyl-1-pyrrolidinyl)-2-oxoethyl]ureido}benzoic aci... Reactants: BrC=1C=CC(=C(C=O)C1)OC (5-bromo-2-methoxybenzaldehyde), S1C(=CC=C1)B(O)O (thiophene-2-boronic acid). Product: COC1=C(C=O)C=C(C=C1)C=1SC=CC1 (2-Methoxy-5-(thiophen-2-yl)-benzaldehyde). As a reaction SMILES: Br[C:2]1[CH:3]=[CH:4][C:5]([O:10][CH3:11])=[C:6]([CH:9]=1)[CH:7]=[O:8].[S:12]1[CH:16]=[CH:15][CH:14]=[C:13]1B(O)O>>[CH3:11][O:10][C:5]1[CH:4]=[CH:3][C:2]([C:13]2[S:12][CH:16]=[CH:15][CH:14]=2)=[CH:9][C:6]=1[CH:7]=[O:8]. Procedure: Ex-45A: 2-Methoxy-5-(thiophen-2-yl)-benzaldehyde was prepared from 5-bromo-2-methoxybenzaldehyde and thiophene-2-boronic acid in a similar manner as described in Ex-3A. 1H NMR (CDCl3) δ 10.49 (s, 1H), 8.07 (d, J=3 Hz, 1H), 7.79 (dd, J=3, 9.0 Hz, 1H), 7.28–7.26 (m, 2H), 7.09–7.06 (m, 1H), 7.02 (d, J=9 Hz, 1H), 3.97 (s, 3H). Reactants: CC(C)C1=CC(=C(C(=C1)C(C)C)C2=C(C=CC(=C2P(C3CCCCC3)C4CCCCC4)OC)OC)C(C)C (2-(dicyclohexylphosphino)-3,6-dimethoxy-2′-4′-6′-tri-i-propyl-1,1′-biphenyl), N1=C2C(=NC=C1)N=CC(=C2)C=2C=1N(C=CN2)N=C(N1)N (8-Pyrido[2,3-b]pyrazin-7-yl-[1,2,4]triazolo[1,5-a]pyrazin-2-ylamine), Pd(II), ClC1=CC=C(C=C1)N1CCOCC1 (4-(4-chloro-phenyl)-morpholine), chloro[2-(dicyclohexylphosphino)-3,6-dimethoxy-2′-4′-6′-tri-i-propyl-1,1′-biphenyl]2-(2-aminoethyl)phenyl, CC(C)C1=CC(=C(C(=C1)C(C)C)C2=C(C=CC(=C2P(C3CCCCC3)C4CCCCC4)OC)OC)C(C)C (BrettPhos). Solvent: C(C)(C)(C)O (t-butanol). Conditions: temperature 65 celsius, time 2 hour. Yields the product O1CCN(CC1)C1=CC=C(C=C1)NC1=NN2C(C(=NC=C2)C2=CC=3C(=NC=CN3)N=C2)=N1 (N-(4-morpholinophenyl)-8-pyrido[2,3-b]pyrazin-7-yl-[1,2,4]triazolo[1,5-a]pyrazin-2-amine). As a reaction SMILES: [N:1]1[CH:6]=[CH:5][N:4]=[C:3]2[N:7]=[CH:8][C:9]([C:11]3[C:12]4[N:13]([N:17]=[C:18]([NH2:20])[N:19]=4)[CH:14]=[CH:15][N:16]=3)=[CH:10][C:2]=12.Cl[C:22]1[CH:27]=[CH:26][C:25]([N:28]2[CH2:33][CH2:32][O:31][CH2:30][CH2:29]2)=[CH:24][CH:23]=1.CC(C1C=C(C(C)C)C(C2C(P(C3CCCCC3)C3CCCCC3)=C(OC)C=CC=2OC)=C(C(C)C)C=1)C>C(O)(C)(C)C>[O:31]1[CH2:32][CH2:33][N:28]([C:25]2[CH:26]=[CH:27][C:22]([NH:20][C:18]3[N:19]=[C:12]4[C:11]([C:9]5[CH:8]=[N:7][C:3]6=[N:4][CH:5]=[CH:6][N:1]=[C:2]6[CH:10]=5)=[N:16][CH:15]=[CH:14][N:13]4[N:17]=3)=[CH:23][CH:24]=2)[CH2:29][CH2:30]1. Reported procedure: 8-Pyrido[2,3-b]pyrazin-7-yl-[1,2,4]triazolo[1,5-a]pyrazin-2-ylamine, 4-(4-chloro-phenyl)-morpholine (1.1 eq.), chloro[2-(dicyclohexylphosphino)-3,6-dimethoxy-2′-4′-6′-tri-i-propyl-1,1′-biphenyl]2-(2-aminoethyl)phenyl)Pd(II) (0.25 eq), 2-(dicyclohexylphosphino)-3,6-dimethoxy-2′-4′-6′-tri-i-propyl-1,1′-biphenyl; BrettPhos (0.25 eq.) are combined and suspended in t-butanol. The suspension is purged with N2 and lithium bis(trimethylsilyl)amide, (3 eq; 20% (ca 1.06M) solution in THF/ethylbenzene) is ...